This data is from the Open Reaction Database (ORD), a public repository of structured organic reaction records. The task is: describe an organic reaction: reactants, conditions, products, and yield Reported procedure: 36 ml of a 15% strength solution of sodium methylate in methanol were added to 11 g of 3,7-dichloro-8-formylquinoline and 21.6 g of 4-hydroxyacetophenone-triphenylphosphonium chloride in 150 ml of ethanol. The mixture was stirred for 21/2 hours at 20° C., after which 3 ml of glacial acetic acid were added and the precipitate was filtered off under suction, washed with water and dried. Reaction conditions: temperature 20 celsius, time 2 hour. RXN SMILES: C[O-].[Na+].[Cl:4][C:5]1[CH:6]=[N:7][C:8]2[C:13]([CH:14]=1)=[CH:12][CH:11]=[C:10]([Cl:15])[C:9]=2[CH:16]=O.[CH3:18][C:19]([C:21]1[CH:22]=[CH:23][C:24]([OH:27])=[CH:25][CH:26]=1)=O.[Cl-].C1([PH+](C2C=CC=CC=2)C2C=CC=CC=2)C=CC=CC=1.C(O)(=O)C>CO.C(O)C>[Cl:4][C:5]1[CH:6]=[N:7][C:8]2[C:13]([CH:14]=1)=[CH:12][CH:11]=[C:10]([Cl:15])[C:9]=2[CH:16]=[CH:18][CH2:19][C:21]1[CH:26]=[CH:25][C:24]([OH:27])=[CH:23][CH:22]=1 |f:0.1,3.4.5|. The product is ClC=1C=NC2=C(C(=CC=C2C1)Cl)C=CCC1=CC=C(C=C1)O (3,7-Dichloro-8-[2-(4-hydroxybenzyl)-vinyl]-quinoline). Starting materials: C(C)(=O)O (acetic acid), C[O-].[Na+] (sodium methylate), ClC=1C=NC2=C(C(=CC=C2C1)Cl)C=O (3,7-dichloro-8-formylquinoline), CC(=O)C=1C=CC(=CC1)O.[Cl-].C1(=CC=CC=C1)[PH+](C1=CC=CC=C1)C1=CC=CC=C1 (4-hydroxyacetophenone triphenylphosphonium chloride). The solvent is CO (methanol), C(C)O (ethanol). RXN SMILES: [CH2:18]([CH2:19][CH3:20])[c:21]1[n:22][cH:23][c:24]([CH:27]=[CH2:28])[cH:25][cH:26]1.[CH3:1][N:2]1[CH2:3][c:4]2[c:5]([nH:6][c:7]3[cH:8][cH:9][c:10]([CH3:13])[cH:11][c:12]23)[CH2:14][CH2:15]1.[K+:17].[OH-:16].[OH2:29]>>[CH3:1][N:2]1[CH2:3][c:4]2[c:5]([n:6]([CH2:28][CH2:27][c:24]3[cH:23][n:22][c:21]([CH2:18][CH2:19][CH3:20])[cH:26][cH:25]3)[c:7]3[cH:8][cH:9][c:10]([CH3:13])[cH:11][c:12]23)[CH2:14][CH2:15]1. Reactants: C=Cc1ccc(CCC)nc1, Cc1ccc2[nH]c3c(c2c1)CN(C)CC3, [K+], [OH-], O. The product is CCCc1ccc(CCn2c3c(c4cc(C)ccc42)CN(C)CC3)cn1. The reactants are Example 1 ( c ), Example 1 ( c ), C(C)OOP(=O)(OOCC)CCN1C(NC(C1=O)(C)CC)=O (3-(diethoxyphosphonoethyl)-5-ethyl-5-methyl-hydantoin), C(Cl)C1CO1 (epichlorohydrin), ClCl (chlorine), [P] (phosphorus), epoxide, [OH-].[Na+] (sodium hydroxide), epoxide. Reagents/catalysts: [Cl-].C[N+](C)(C)C (tetramethylammonium chloride). The solvent is O (water). Reaction conditions: temperature 60 celsius. The product is C(C1CO1)N1C(=O)N(C(=O)C1(C)CC)CCP(=O)(OOCC)OOCC (1-Glycidyl-3-(diethoxyphosphonoethyl)-5-ethyl-5-methyl-hydantoin). Reaction SMILES: [CH2:1]([O:3][O:4][P:5]([CH2:11][CH2:12][N:13]1[C:17](=[O:18])[C:16]([CH2:20][CH3:21])([CH3:19])[NH:15][C:14]1=[O:22])([O:7][O:8][CH2:9][CH3:10])=[O:6])[CH3:2].[CH2:23]([CH:25]1[O:27][CH2:26]1)Cl.[OH-].[Na+].ClCl.[P]>[Cl-].C[N+](C)(C)C.O>[CH2:23]([N:15]1[C:16]([CH2:20][CH3:21])([CH3:19])[C:17](=[O:18])[N:13]([CH2:12][CH2:11][P:5]([O:7][O:8][CH2:9][CH3:10])([O:4][O:3][CH2:1][CH3:2])=[O:6])[C:14]1=[O:22])[CH:25]1[O:27][CH2:26]1 |f:2.3,6.7|. Reported procedure: 61.2 g of 3-(diethoxyphosphonoethyl)-5-ethyl-5-methyl-hydantoin (0.2 mol), 277.5 g of epichlorohydrin (3.0 mols) and 0.2 g of tetramethylammonium chloride are stirred for 90 minutes at 115° - 119° C. The mixture is then cooled to 60° C and 17.6 g of 50% strength aqueous sodium hydroxide solution are added dropwise over the course of 4 hours whilst stirring, under a waterpump vacuum. The water present in the mixture is removed by azeotropic circulatory distillation analogously to Example 1 (c). T... The reactants are C(C1=CC=CC=C1)OC(=O)N1CCC(CC1)CCC(=O)N1C[C@@H](CCC1)C(=O)NC[C@@H](C(=O)O)NC(C)=O (N-[(R)-1-[3-(1-benzyloxycarbonyl-4-piperidyl)propanoyl]-3-piperidylcarbonyl]-2(S)-acetylamino-β-alanine). Reagents/catalysts: [Pd] (Pd—C). The solvent is O1CCCC1 (tetrahydrofuran). Conditions: time 2 hour. Yields the product N1CCC(CC1)CCC(=O)N1C[C@@H](CCC1)C(=O)NC[C@@H](C(=O)O)NC(C)=O (N-[(R)-1-[3-(4-piperidyl)propanoyl]-3-piperidylcarbonyl]-2(S)-acetylamino-β-alanine). Yield: 91.0%. Reaction SMILES: C(OC([N:11]1[CH2:16][CH2:15][CH:14]([CH2:17][CH2:18][C:19]([N:21]2[CH2:26][CH2:25][CH2:24][C@@H:23]([C:27]([NH:29][CH2:30][C@H:31]([NH:35][C:36](=[O:38])[CH3:37])[C:32]([OH:34])=[O:33])=[O:28])[CH2:22]2)=[O:20])[CH2:13][CH2:12]1)=O)C1C=CC=CC=1>O1CCCC1.[Pd]>[NH:11]1[CH2:16][CH2:15][CH:14]([CH2:17][CH2:18][C:19]([N:21]2[CH2:26][CH2:25][CH2:24][C@@H:23]([C:27]([NH:29][CH2:30][C@H:31]([NH:35][C:36](=[O:38])[CH3:37])[C:32]([OH:34])=[O:33])=[O:28])[CH2:22]2)=[O:20])[CH2:13][CH2:12]1. Reported procedure: A mixture of N-[(R)-1-[3-(1-benzyloxycarbonyl-4-piperidyl)propanoyl]-3-piperidylcarbonyl]-2(S)-acetylamino-β-alanine (0.5 g) 1N HCl (0.94 ml) and 10% Pd—C (0.1 g) in tetrahydrofuran (5 ml) was hydrogenated at atmospheric pressure for 2 hours. After the catalyst was removed by filtration, the filtrate was concentrated in vacuo. The residue was resolved in water, and neutralized with saturated aqueous NaHCO3, desalted by using the resin of HP-20 eluting with isopropanol:H2O=(1:1), then freeze-drie... Reactants: S(=O)(=O)([O-])[O-].C[NH+]=C(S)N.C[NH+]=C(S)N (methylthiouronium sulfate), O (H2O), C(C1=CC=CC=C1)ON (benzyloxyamine). The solvent is C(C)O (ethanol). Run at time 72 hour. The product is C(C1=CC=CC=C1)ONC(=N)N (benzyloxyguanidine). RXN SMILES: S([O-])([O-])(=O)=O.C[NH+:7]=[C:8]([NH2:10])S.C[NH+]=C(N)S.O.[CH2:17]([O:24][NH2:25])[C:18]1[CH:23]=[CH:22][CH:21]=[CH:20][CH:19]=1>C(O)C>[CH2:17]([O:24][NH:25][C:8]([NH2:10])=[NH:7])[C:18]1[CH:23]=[CH:22][CH:21]=[CH:20][CH:19]=1 |f:0.1.2|. Procedure: To a solution of 30.0 g. (0.12 moles) of S:methylthiouronium sulfate in 200 ml. of H2O there is added a solution of 24.6 g. (0.20 moles) of benzyloxyamine in 250 ml. of 95% ethanol. The mixture is stirred for 72 hours at room temperature. The clear solution is heated at reflux for two hours under a stream of nitrogen. the solvents are removed in vacuo and the residue is treated with 300 ml. of isopropanol. The solid is removed by filtration and dissolved in 300 ml. of water. The solution is made... Starting materials: [K+], C1CCOC1, [OH-], O, COC(=O)Cc1ccc(-c2ccccn2)cc1. Product: O=C(O)Cc1ccc(-c2ccccn2)cc1. RXN SMILES: [K+:19].[O:20]1[CH2:21][CH2:22][CH2:23][CH2:24]1.[OH-:18].[OH2:25].[n:1]1[c:2](-[c:7]2[cH:8][cH:9][c:10]([CH2:13][C:14](=[O:15])[O:16][CH3:17])[cH:11][cH:12]2)[cH:3][cH:4][cH:5][cH:6]1>>[n:1]1[c:2](-[c:7]2[cH:8][cH:9][c:10]([CH2:13][C:14](=[O:15])[OH:16])[cH:11][cH:12]2)[cH:3][cH:4][cH:5][cH:6]1. The reactants are ClC1=C(C=CC=C1)S(=O)(=O)C1C[C@H]([C@@H](C1)C(=O)O)COC1=CC=C(C=C1)Cl ((1R,2R)-4-(2-Chloro-benzenesulfonyl)-2-(4-chloro-phenoxymethyl)-cyclopentanecarboxylic acid), C1CC1(C#N)N.Cl (1-amino-cyclopropyl cyanic hydrochloride). The product is C(#N)C1(CC1)NC(=O)[C@H]1[C@@H](CC(C1)S(=O)(=O)C1=C(C=CC=C1)Cl)COC1=CC=C(C=C1)Cl ((1R,2R)-4-(2-Chloro-benzenesulfonyl)-2-(4-chloro-phenoxymethyl)-cyclopentanecarboxylic acid (1-cyano-cyclopropyl)-amide). As a reaction SMILES: [Cl:1][C:2]1[CH:7]=[CH:6][CH:5]=[CH:4][C:3]=1[S:8]([CH:11]1[CH2:15][C@@H:14]([C:16](O)=[O:17])[C@H:13]([CH2:19][O:20][C:21]2[CH:26]=[CH:25][C:24]([Cl:27])=[CH:23][CH:22]=2)[CH2:12]1)(=[O:10])=[O:9].[CH2:28]1[C:30]([NH2:33])([C:31]#[N:32])[CH2:29]1.Cl>>[C:31]([C:30]1([NH:33][C:16]([C@@H:14]2[CH2:15][CH:11]([S:8]([C:3]3[CH:4]=[CH:5][CH:6]=[CH:7][C:2]=3[Cl:1])(=[O:10])=[O:9])[CH2:12][C@H:13]2[CH2:19][O:20][C:21]2[CH:22]=[CH:23][C:24]([Cl:27])=[CH:25][CH:26]=2)=[O:17])[CH2:28][CH2:29]1)#[N:32] |f:1.2|. Reported procedure: The title compound was synthesized in analogy to Example 68/69, Step 11, from (1R,2R)-4-(2-Chloro-benzenesulfonyl)-2-(4-chloro-phenoxymethyl)-cyclopentanecarboxylic acid (epimeric mixture) and 1-amino-cyclopropyl cyanic hydrochloride to afford the desired product as a yellow oil. MS (EI): 493.2 (M)+. The reactants are C(#N)C1=CC=C(C=C1)C1NC(N(C(=C1C(=O)OCC)C)C1=CC(=CC=C1)C(F)(F)F)=O (Ethyl 4-(4-cyanophenyl)-6-methyl-2-oxo-1-[3-(trifluoromethyl)phenyl]-1,2,3,4-tetrahydro-5-pyrimidinecarboxylate), BrC1=CC(=CC=C1)CBr (1-bromo-3-(bromomethyl)benzene), [H-].[Na+] (Sodium hydride). Reported procedure: Sodium hydride (55.9 mg 1.397 mmol; 60% dispersion in mineral oil) is washed with pentane (2×10 ml) and suspended in tetrahydrofuran (10 ml). A solution of ethyl 4-(4-cyanophenyl)-6-methyl-2-oxo-1-[3-(trifluoromethyl)phenyl]-1,2,3,4-tetrahydropyrimidine-5-carboxylate (Example 4A) (500 mg, 1.164 mmol) in tetrahydrofuran (5 ml) is added with stirring. After 5 minutes at room temperature, a solution of 1-bromo-3-(bromomethyl)benzene (320 mg, 1.23 mmol) in tetrahydrofuran (5 ml) is added, and the re... Yields the product BrC=1C=C(CN2C(N(C(=C(C2C2=CC=C(C=C2)C#N)C(=O)OCC)C)C2=CC(=CC=C2)C(F)(F)F)=O)C=CC1 (Ethyl 3-(3-bromobenzyl)-4-(4-cyanophenyl)-6-methyl-2-oxo-1-[3-(trifluoromethyl)phenyl]-1,2,3,4-tetrahydropyrimidine-5-carboxylate). Run at time 5 minute. Reaction SMILES: [H-].[Na+].[C:3]([C:5]1[CH:10]=[CH:9][C:8]([CH:11]2[C:16]([C:17]([O:19][CH2:20][CH3:21])=[O:18])=[C:15]([CH3:22])[N:14]([C:23]3[CH:28]=[CH:27][CH:26]=[C:25]([C:29]([F:32])([F:31])[F:30])[CH:24]=3)[C:13](=[O:33])[NH:12]2)=[CH:7][CH:6]=1)#[N:4].[Br:34][C:35]1[CH:40]=[CH:39][CH:38]=[C:37]([CH2:41]Br)[CH:36]=1>CCCCC.O1CCCC1>[Br:34][C:35]1[CH:36]=[C:37]([CH:38]=[CH:39][CH:40]=1)[CH2:41][N:12]1[CH:11]([C:8]2[CH:9]=[CH:10][C:5]([C:3]#[N:4])=[CH:6][CH:7]=2)[C:16]([C:17]([O:19][CH2:20][CH3:21])=[O:18])=[C:15]([CH3:22])[N:14]([C:23]2[CH:28]=[CH:27][CH:26]=[C:25]([C:29]([F:30])([F:32])[F:31])[CH:24]=2)[C:13]1=[O:33] |f:0.1|. The solvent is O1CCCC1 (tetrahydrofuran), O1CCCC1 (tetrahydrofuran), O1CCCC1 (tetrahydrofuran), CCCCC (pentane). Reactants: F[B-](F)(F)F, CC(=O)N1CCNCC1, CCCC[n+]1ccn(C)c1, CC#N, CCOC(C)=O, Cc1cc([N+](=O)[O-])ccc1F, O. Yields the product CC(=O)N1CCN(c2ccc([N+](=O)[O-])cc2C)CC1. As a reaction SMILES: [B-:1]([F:2])([F:3])([F:4])[F:5].[C:27]([CH3:28])(=[O:29])[N:30]1[CH2:31][CH2:32][NH:33][CH2:34][CH2:35]1.[CH2:6]([n+:7]1[cH:8][cH:9][n:10]([CH3:11])[cH:12]1)[CH2:13][CH2:14][CH3:15].[CH3:36][C:37]#[N:38].[CH3:39][CH2:40][O:41][C:42]([CH3:43])=[O:44].[F:16][c:17]1[c:18]([CH3:26])[cH:19][c:20]([N+:23](=[O:24])[O-:25])[cH:21][cH:22]1.[OH2:45]>>[c:17]1([N:33]2[CH2:32][CH2:31][N:30]([C:27]([CH3:28])=[O:29])[CH2:35][CH2:34]2)[c:18]([CH3:26])[cH:19][c:20]([N+:23](=[O:24])[O-:25])[cH:21][cH:22]1.